Dataset: the Open Reaction Database (ORD), a public repository of structured organic reaction records. Task: describe an organic reaction: reactants, conditions, products, and yield Run in O (water), O (water), C(C)O (ethanol). The product is OC1=NC(=NC=C1[N+](=O)[O-])NC=1C=NC(=CC1)SC (4-Hydroxy-2-(6'-methylmercapto-3-pyridyl)amino-5-nitro-pyrimidine). Starting materials: O.[Na] (sodium monohydrate), ClC1=NC=C(C(=N1)O)[N+](=O)[O-] (2-chloro-4-hydroxy-5-nitro pyrimidine), CSC1=NC=C(C=C1)[N+](=O)[O-] (2-methylthio-5-nitro-pyridine). As a reaction SMILES: [CH3:1][S:2][C:3]1[CH:8]=[CH:7][C:6]([N+:9]([O-])=O)=[CH:5][N:4]=1.O.[Na].Cl[C:15]1[N:20]=[C:19]([OH:21])[C:18]([N+:22]([O-:24])=[O:23])=[CH:17][N:16]=1>C(O)C.[Ni].O>[OH:21][C:19]1[C:18]([N+:22]([O-:24])=[O:23])=[CH:17][N:16]=[C:15]([NH:9][C:6]2[CH:5]=[N:4][C:3]([S:2][CH3:1])=[CH:8][CH:7]=2)[N:20]=1 |f:1.2,^1:12|. Reported procedure: 4.5 gm (0.0264 mol) of 2-methylthio-5-nitro-pyridine were hydrogenated at 50° C. and 5 bars pressure in ethanol in the presence of Raney nickel as the catalyst. After the catalyst had been filtered off and after evaporation of the filtrate in vacuo an oil was obtained. A solution of 6.84 gm (0.032 mol) of the sodium monohydrate salt of 2-chloro-4-hydroxy-5-nitro pyrimidine in 150 ml of water was added to the solution of this oil in water. The aqueous solution was heated for 30 minutes on a steam... Reagents/catalysts: [Ni] (Raney nickel).